The task is: describe an organic reaction: reactants, conditions, products, and yield. This data is from the Open Reaction Database (ORD), a public repository of structured organic reaction records. Starting materials: C(C)(C)N1CCN(CC1)CCOC1=CC=2N(C=C1)C(=CN2)C(=O)[O-].[Li+] (lithium 7-(2-(4-isopropylpiperazin-1-yl)ethoxy)imidazo[1,2-a]pyridine-3-carboxylate), ClC1=C(C(=O)Cl)C(=CC(=C1)Cl)Cl (2,4,6-trichlorobenzoyl chloride), CCOCC (Et2O), C1(CC1)C1=NN(C=2C=CC=C(C12)N)CC1=NN(C=C1)CC (3-cyclopropyl-1-((1-ethyl-1H-pyrazol-3-yl)methyl)-1H-indazol-4-amine). Solvent: CN1CCCC1=O (NMP). Run at temperature 88 celsius, time 1 hour. Yields the product C1(CC1)C1=NN(C2=CC=CC(=C12)NC(=O)C1=CN=C2N1C=CC(=C2)OCCN2CCN(CC2)C(C)C)CC2=NN(C=C2)CC (N-(3-cyclopropyl-1-((1-ethyl-1H-pyrazol-3-yl)methyl)-1H-indazol-4-yl)-7-(2-(4-isopropylpiperazin-1-yl)ethoxy)imidazo[1,2-a]pyridine-3-carboxamide). The yield is 75.1%. RXN SMILES: [CH:1]([N:4]1[CH2:9][CH2:8][N:7]([CH2:10][CH2:11][O:12][C:13]2[CH:18]=[CH:17][N:16]3[C:19]([C:22]([O-])=[O:23])=[CH:20][N:21]=[C:15]3[CH:14]=2)[CH2:6][CH2:5]1)([CH3:3])[CH3:2].[Li+].ClC1C=C(Cl)C=C(Cl)C=1C(Cl)=O.[CH:38]1([C:41]2[C:49]3[C:48]([NH2:50])=[CH:47][CH:46]=[CH:45][C:44]=3[N:43]([CH2:51][C:52]3[CH:56]=[CH:55][N:54]([CH2:57][CH3:58])[N:53]=3)[N:42]=2)[CH2:40][CH2:39]1.CCOCC>CN1C(=O)CCC1>[CH:38]1([C:41]2[C:49]3[C:44](=[CH:45][CH:46]=[CH:47][C:48]=3[NH:50][C:22]([C:19]3[N:16]4[CH:17]=[CH:18][C:13]([O:12][CH2:11][CH2:10][N:7]5[CH2:8][CH2:9][N:4]([CH:1]([CH3:2])[CH3:3])[CH2:5][CH2:6]5)=[CH:14][C:15]4=[N:21][CH:20]=3)=[O:23])[N:43]([CH2:51][C:52]3[CH:56]=[CH:55][N:54]([CH2:57][CH3:58])[N:53]=3)[N:42]=2)[CH2:39][CH2:40]1 |f:0.1|. Reported procedure: To a solution of lithium 7-(2-(4-isopropylpiperazin-1-yl)ethoxy)imidazo[1,2-a]pyridine-3-carboxylate (531 mg, 1.57 mmol) in NMP (6 mL) at 0° C. was added 2,4,6-trichlorobenzoyl chloride (250 μL, 1.56 mmol). The cold bath was removed once the addition was complete. The mixture was stirred for a further 1 hour. 3-Cyclopropyl-1-((1-ethyl-1H-pyrazol-3-yl)methyl)-1H-indazol-4-amine (310 mg, 1.10 mmol; prepared as in Example 61, step E) was added and the reaction mixture was heated to 88° C. for 11 ho... Reactants: FC1=CC(=C(C=C1)C1=C(C=NC=C1)N(C(C1=CC(=CC(=C1)C(F)(F)F)C(F)(F)F)=O)C)O (N-[4-(4-fluoro-2-hydroxy-phenyl)-pyridin-3-yl]-N-methyl-3,5-bis-trifluoromethyl-benzamide), C(=O)([O-])[O-].[K+].[K+] (K2CO3), ClCC(=O)OC (methyl chloroacetate). The solvent is CN(C)C=O (DMF), CCOC(=O)C (EtOAc). Conditions: temperature 70 celsius. The product is COC(COC1=C(C=CC(=C1)F)C1=C(C=NC=C1)N(C)C(C1=CC(=CC(=C1)C(F)(F)F)C(F)(F)F)=O)=O ((2-{3-[(3,5-Bis-trifluoromethyl-benzoyl)-methyl-amino]-pyridin-4-yl}-5-fluoro-phenoxy)-acetic acid methyl ester). Yield: 57.7%. As a reaction SMILES: [F:1][C:2]1[CH:7]=[CH:6][C:5]([C:8]2[CH:13]=[CH:12][N:11]=[CH:10][C:9]=2[N:14]([CH3:31])[C:15](=[O:30])[C:16]2[CH:21]=[C:20]([C:22]([F:25])([F:24])[F:23])[CH:19]=[C:18]([C:26]([F:29])([F:28])[F:27])[CH:17]=2)=[C:4]([OH:32])[CH:3]=1.C([O-])([O-])=O.[K+].[K+].Cl[CH2:40][C:41]([O:43][CH3:44])=[O:42]>CN(C=O)C.CCOC(C)=O>[CH3:44][O:43][C:41](=[O:42])[CH2:40][O:32][C:4]1[CH:3]=[C:2]([F:1])[CH:7]=[CH:6][C:5]=1[C:8]1[CH:13]=[CH:12][N:11]=[CH:10][C:9]=1[N:14]([C:15](=[O:30])[C:16]1[CH:17]=[C:18]([C:26]([F:27])([F:28])[F:29])[CH:19]=[C:20]([C:22]([F:25])([F:24])[F:23])[CH:21]=1)[CH3:31] |f:1.2.3|. Procedure details: To a solution of N-[4-(4-fluoro-2-hydroxy-phenyl)-pyridin-3-yl]-N-methyl-3,5-bis-trifluoromethyl-benzamide (150 mg, 0.327 mmol, example 48) in DMF (5 mL) was added K2CO3 (90 mg, 0.654 mmol) and methyl chloroacetate (0.06 mL, 0.654 mmol, CAS RN 96-34-4) at 25° C. and the resulting mixture was heated to 70° C. for 16 hours. The mixture was diluted with EtOAc (25 mL), washed with brine (10 mL), dried over anhydrous Na2SO4, filtered and evaporated in vacuo. The crude material thus obtained was purif... Reactants: O=[O+][O-] (ozone), O=[O+][O-] (ozone), C(C=CC)C1C(C2=CC(=CC=C2C1(C)C)C)=O ((RS)-2-(2-buten-1-yl)-3,3,6-trimethyl-1-indanone). Run in ClCCl (dichloromethane), CO (methanol). Conditions: time 60 minute. The product is O=CCC1C(C2=CC(=CC=C2C1(C)C)C)=O ((RS)-2-(2-oxoethyl)-3,3,6-trimethyl-1-indanone). Isolated yield 94.0%. RXN SMILES: [O:1]=[O+][O-].[CH2:4]([CH:8]1[C:16]([CH3:18])([CH3:17])[C:15]2[C:10](=[CH:11][C:12]([CH3:19])=[CH:13][CH:14]=2)[C:9]1=[O:20])[CH:5]=CC>ClCCl.CO>[O:1]=[CH:5][CH2:4][CH:8]1[C:16]([CH3:18])([CH3:17])[C:15]2[C:10](=[CH:11][C:12]([CH3:19])=[CH:13][CH:14]=2)[C:9]1=[O:20]. Reported procedure: An ozone stream (2.5 g ozone/hour) was conducted for 60 minutes while stirring through a solution, cooled to -70° of 12.7 g (RS)-2-(2-buten-1-yl)-3,3,6-trimethyl-1-indanone in 200 ml of anhydrous dichloromethane and 40 ml of anhydrous methanol. Subsequently, the solution was flushed with oxygen for 5 minutes and with argon for 10 minutes. After the addition of 6.12 ml of dimethyl sulfide, the mixture was stirred at room temperature for 18 hours. The reaction mixture was evaporated in a vacuum, t... Starting materials: C1(=CC=CC=C1)CCCN1C[C@@H](CCC1)NC=1N=CC(=NC1)/C=C/C(=O)NOC1OCCCC1 ((2E)-3-[5-({(3R)-1-[3-phenylpropyl]-3-piperidinyl}amino)-2-pyrazinyl]-N-(tetrahydro-2H-pyran-2-yloxy)acrylamide), Cl (HCl). Run in CCO (EtOH), CCO (EtOH). Run at time 2 hour. The product is Cl.Cl.ONC(\C=C\C1=NC=C(N=C1)N[C@H]1CN(CCC1)CCCC1=CC=CC=C1)=O ((2E)-N-hydroxy-3-[5-[{(3R)-1-(3-phenylpropyl)-3-piperidinyl}amino]-2-pyrazinyl]acrylamide dihydrochloride). Reaction SMILES: [C:1]1([CH2:7][CH2:8][CH2:9][N:10]2[CH2:15][CH2:14][CH2:13][C@@H:12]([NH:16][C:17]3[N:18]=[CH:19][C:20](/[CH:23]=[CH:24]/[C:25]([NH:27][O:28]C4CCCCO4)=[O:26])=[N:21][CH:22]=3)[CH2:11]2)[CH:6]=[CH:5][CH:4]=[CH:3][CH:2]=1.[ClH:35]>CCO>[ClH:35].[ClH:35].[OH:28][NH:27][C:25](=[O:26])/[CH:24]=[CH:23]/[C:20]1[CH:19]=[N:18][C:17]([NH:16][C@@H:12]2[CH2:13][CH2:14][CH2:15][N:10]([CH2:9][CH2:8][CH2:7][C:1]3[CH:2]=[CH:3][CH:4]=[CH:5][CH:6]=3)[CH2:11]2)=[CH:22][N:21]=1 |f:3.4.5|. Reported procedure: To a solution of (2E)-3-[5-({(3R)-1-[3-phenylpropyl]-3-piperidinyl}amino)-2-pyrazinyl]-N-(tetrahydro-2H-pyran-2-yloxy)acrylamide (265 mg) in EtOH (1.5 mL) was added 2N—HCl solution in EtOH (1.5 mL). The reaction mixture was stirred for 2 hours at ambient temperature. IPE (1.5 ml) was added to the mixture. The resulting solid was collected by filtration to give (2E)-N-hydroxy-3-[5-[{(3R)-1-(3-phenylpropyl)-3-piperidinyl}amino]-2-pyrazinyl]acrylamide dihydrochloride (148 mg). The reactants are C(C1=CC=CC=C1)N1C[C@H]2NC(C=3C(=CC=CC3[C@@H]2C1)C)=O ((±)-trans-2-benzyl-6-methyl-2,3,3a,4-tetrahydro-1H-pyrrolo[3,4-c]isoquinolin-5(9bH)-one), C1(=CC=CC=C1)CC=O (phenylacetaldehyde). The reagents and catalysts are [Pd] (Pd/C). Solvent: CO (methanol). Yields the product CC1=CC=CC=2[C@H]3[C@H](NC(C12)=O)CN(C3)CCC3=CC=CC=C3 ((±)-trans-6-Methyl-2-phenethyl-2,3,3a,4-tetrahydro-1H-pyrrolo[3,4-c]isoquinolin-5(9bH)-one). Reaction SMILES: [CH2:1]([N:8]1[CH2:20][C@@H:19]2[C@H:10]([NH:11][C:12](=[O:22])[C:13]3[C:14]([CH3:21])=[CH:15][CH:16]=[CH:17][C:18]=32)[CH2:9]1)C1C=CC=CC=1.[C:23]1([CH2:29]C=O)[CH:28]=[CH:27][CH:26]=[CH:25][CH:24]=1>CO.[Pd]>[CH3:21][C:14]1[C:13]2[C:12](=[O:22])[NH:11][C@@H:10]3[CH2:9][N:8]([CH2:1][CH2:29][C:23]4[CH:28]=[CH:27][CH:26]=[CH:25][CH:24]=4)[CH2:20][C@H:19]3[C:18]=2[CH:17]=[CH:16][CH:15]=1. Reported procedure: To a solution of (±)-trans-2-benzyl-6-methyl-2,3,3a,4-tetrahydro-1H-pyrrolo[3,4-c]isoquinolin-5(9bH)-one, from Example 101, Part A (57 mg, 0.2 mmol) in 10 mL of methanol was added phenylacetaldehyde (24 mg, 0.2 mmol) and 10% Pd/C catalyst (6 mg). The reaction mixture was purged several times with hydrogen and stirred under 1 atm of hydrogen, maintained by a balloon, for 18 h. The reaction mixture was filtered through a pad of Celite and concentrated in vacuo. The residue was purified (ISCO, elut... Reactants: C[Si](C)(C)I, CCCCNC(=O)C1=CCC2C3CCc4cc(OS(N)(=O)=O)ccc4C3CCC12C. Product: CC12CCC3c4ccc(OS(N)(=O)=O)cc4CCC3C1CC=C2C(N)=O. RXN SMILES: [CH3:31][Si:32]([I:33])([CH3:34])[CH3:35].[S:1]([NH2:2])([O:3][c:4]1[cH:5][c:6]2[c:19]([cH:20][cH:21]1)[CH:18]1[CH:9]([CH2:8][CH2:7]2)[CH:10]2[CH2:11][CH:12]=[C:13]([C:22]([NH:23][CH2:24][CH2:25][CH2:26][CH3:27])=[O:28])[C:14]2([CH3:15])[CH2:16][CH2:17]1)(=[O:29])=[O:30]>>[S:1]([NH2:2])([O:3][c:4]1[cH:5][c:6]2[c:19]([cH:20][cH:21]1)[CH:18]1[CH:9]([CH2:8][CH2:7]2)[CH:10]2[CH2:11][CH:12]=[C:13]([C:22]([NH2:23])=[O:28])[C:14]2([CH3:15])[CH2:16][CH2:17]1)(=[O:29])=[O:30].